From a dataset of the Open Reaction Database (ORD), a public repository of structured organic reaction records. describe an organic reaction: reactants, conditions, products, and yield Reactants: CC(C)S(=O)(=O)Cl, ClCCl, CC(C)(C)OC(=O)N1CCNCC1. Yields the product CC(C)S(=O)(=O)N1CCN(C(=O)OC(C)(C)C)CC1. As a reaction SMILES: [CH3:14][CH:15]([CH3:16])[S:17](=[O:18])(=[O:19])[Cl:20].[Cl:21][CH2:22][Cl:23].[N:1]1([C:7](=[O:8])[O:9][C:10]([CH3:11])([CH3:12])[CH3:13])[CH2:2][CH2:3][NH:4][CH2:5][CH2:6]1>>[N:1]1([C:7](=[O:8])[O:9][C:10]([CH3:11])([CH3:12])[CH3:13])[CH2:2][CH2:3][N:4]([S:17]([CH:15]([CH3:14])[CH3:16])(=[O:18])=[O:19])[CH2:5][CH2:6]1. Reactants: C(=O)C1=CC(=C(OC2=CC=C(N=N2)C(=O)N)C=C1)OC (6-(4-formyl-2-methoxyphenoxy)pyridazine-3-carboxamide), [BH4-].[Na+] (NaBH4), C(CC(C)C)N (isoamylamine), ( Å ). The solvent is CO (methanol). Reaction conditions: time 8 hour. The product is COC1=C(OC2=CC=C(N=N2)C(=O)N)C=CC(=C1)CNCCC(C)C (6-{2-Methoxy-4-[(3-methylbutylamino)methyl]phenoxy}pyridazine-3-carboxamide). Isolated yield 44.4%. RXN SMILES: [CH:1]([C:3]1[CH:18]=[CH:17][C:6]([O:7][C:8]2[N:13]=[N:12][C:11]([C:14]([NH2:16])=[O:15])=[CH:10][CH:9]=2)=[C:5]([O:19][CH3:20])[CH:4]=1)=O.[CH2:21]([NH2:26])[CH2:22][CH:23]([CH3:25])[CH3:24].[BH4-].[Na+]>CO>[CH3:20][O:19][C:5]1[CH:4]=[C:3]([CH2:1][NH:26][CH2:21][CH2:22][CH:23]([CH3:25])[CH3:24])[CH:18]=[CH:17][C:6]=1[O:7][C:8]1[N:13]=[N:12][C:11]([C:14]([NH2:16])=[O:15])=[CH:10][CH:9]=1 |f:2.3|. Procedure: Place 6-(4-formyl-2-methoxyphenoxy)pyridazine-3-carboxamide (Example 721, Part C) (0.200 g, 0.732 mmol), isoamylamine (0.0670 g, 0.769 mmol) and 3 {acute over (Å)} molecular sieves in a vial. Add methanol (3.6 mL), cap and stir overnight. Add NaBH4 (ca. 3-5 eq in two portions) and stir until the gasses stop evolving. Load the reaction mixture directly onto a 25 g ISCO® pre-load column. Dry the column in a vacuum oven at room temperature. Purify by eluting through a 40 g ISCO® column with 10% to ...